This data is from the Open Reaction Database (ORD), a public repository of structured organic reaction records. The task is: describe an organic reaction: reactants, conditions, products, and yield Starting materials: O=S1(=O)Nc2ccccc2CN1C1CCN(Cc2ccccc2)CC1, CO. Product: O=S1(=O)Nc2ccccc2CN1C1CCNCC1. Reaction SMILES: [CH2:1]([c:2]1[cH:3][cH:4][cH:5][cH:6][cH:7]1)[N:8]1[CH2:9][CH2:10][CH:11]([N:14]2[S:15](=[O:24])(=[O:25])[NH:16][c:17]3[c:18]([cH:20][cH:21][cH:22][cH:23]3)[CH2:19]2)[CH2:12][CH2:13]1.[CH3:26][OH:27]>>[NH:8]1[CH2:9][CH2:10][CH:11]([N:14]2[S:15](=[O:24])(=[O:25])[NH:16][c:17]3[c:18]([cH:20][cH:21][cH:22][cH:23]3)[CH2:19]2)[CH2:12][CH2:13]1.